This data is from the Open Reaction Database (ORD), a public repository of structured organic reaction records. The task is: describe an organic reaction: reactants, conditions, products, and yield Starting materials: O[C@H]1CNCC1 ((R)-3-hydroxypyrrolidine), NC[C@H]1N(CCC1)CC ((S)-(−)-2-aminomethyl-1-ethylpyrrolidine), C(C)=O (acetaldehyde). The product is CNCCN1C[C@@H](CC1)O ((3R)-1-[2-(methylamino)ethyl]pyrrolidin-3-ol). RXN SMILES: [OH:1][C@@H:2]1[CH2:6][CH2:5][NH:4][CH2:3]1.N[CH2:8][C@@H:9]1CC[CH2:11][N:10]1CC.C(=O)C>>[CH3:11][NH:10][CH2:9][CH2:8][N:4]1[CH2:5][CH2:6][C@@H:2]([OH:1])[CH2:3]1. Procedure details: By using (R)-3-hydroxypyrrolidine (2.0 g) as a starting material, the title compound (210 mg) was obtained in the same manners as those of Reference Example 1, (1) and Reference Example 19, (3). Starting materials: B(OC1=CC=C(C=C1)OCCOCCC)([O-])[O-] (4-(2-propoxyethoxy)phenyl borate), BrC=1C=CC2=C(C=C(CCN2C)C(=O)NC2=CC=C(C=C2)CN(C2CCOCC2)C)C1 (7-bromo-1-methyl-N-[4-[[N-methyl-N-(tetrahydro-2H-pyran-4-yl)amino]methyl]phenyl]-2,3-dihydro-1H-1-benzazepine-4-carboxamide), C([O-])([O-])=O.[K+].[K+] (potassium carbonate). The reagents and catalysts are C=1C=CC(=CC1)[P](C=2C=CC=CC2)(C=3C=CC=CC3)[Pd]([P](C=4C=CC=CC4)(C=5C=CC=CC5)C=6C=CC=CC6)([P](C=7C=CC=CC7)(C=8C=CC=CC8)C=9C=CC=CC9)[P](C=1C=CC=CC1)(C=1C=CC=CC1)C=1C=CC=CC1 (tetrakistriphenylphosphinepalladium). Solvent: O.C(C)O.C1(=CC=CC=C1)C (water ethanol toluene), C(C)(=O)OCC (ethyl acetate). Reaction conditions: time 30 minute. Product: CN1CCC(=CC2=C1C=CC(=C2)C2=CC=C(C=C2)OCCOCCC)C(=O)NC2=CC=C(C=C2)CN(C2CCOCC2)C (1-methyl-N-[4-[[N-methyl-N-(tetrahydro-2H-pyran-4-yl)amino]methyl]phenyl]-7-[4-(2-propoxyethoxy)phenyl]-2,3-dihydro-1H-benzazepine-4-carboxamide). The yield is 35.4%. As a reaction SMILES: B([O-])([O-])O[C:3]1[CH:8]=[CH:7][C:6]([O:9][CH2:10][CH2:11][O:12][CH2:13][CH2:14][CH3:15])=[CH:5][CH:4]=1.Br[C:19]1[CH:20]=[CH:21][C:22]2[N:28]([CH3:29])[CH2:27][CH2:26][C:25]([C:30]([NH:32][C:33]3[CH:38]=[CH:37][C:36]([CH2:39][N:40]([CH3:47])[CH:41]4[CH2:46][CH2:45][O:44][CH2:43][CH2:42]4)=[CH:35][CH:34]=3)=[O:31])=[CH:24][C:23]=2[CH:48]=1.C(=O)([O-])[O-].[K+].[K+]>O.C(O)C.C1(C)C=CC=CC=1.C(OCC)(=O)C.C1C=CC([P]([Pd]([P](C2C=CC=CC=2)(C2C=CC=CC=2)C2C=CC=CC=2)([P](C2C=CC=CC=2)(C2C=CC=CC=2)C2C=CC=CC=2)[P](C2C=CC=CC=2)(C2C=CC=CC=2)C2C=CC=CC=2)(C2C=CC=CC=2)C2C=CC=CC=2)=CC=1>[CH3:29][N:28]1[C:22]2[CH:21]=[CH:20][C:19]([C:3]3[CH:8]=[CH:7][C:6]([O:9][CH2:10][CH2:11][O:12][CH2:13][CH2:14][CH3:15])=[CH:5][CH:4]=3)=[CH:48][C:23]=2[CH:24]=[C:25]([C:30]([NH:32][C:33]2[CH:34]=[CH:35][C:36]([CH2:39][N:40]([CH3:47])[CH:41]3[CH2:46][CH2:45][O:44][CH2:43][CH2:42]3)=[CH:37][CH:38]=2)=[O:31])[CH2:26][CH2:27]1 |f:2.3.4,5.6.7,^1:75,77,96,115|. Reported procedure: In a mixture of water:ethanol:toluene (1:1:10, v/v, 18.0 ml) were dissolved 4-(2-propoxyethoxy)phenyl borate (242 mg) and 7-bromo-1-methyl-N-[4-[[N-methyl-N-(tetrahydro-2H-pyran-4-yl)amino]methyl]phenyl]-2,3-dihydro-1H-1-benzazepine-4-carboxamide (436 mg). To the solution was added potassium carbonate (299 mg), and the mixture was stirred under argon atmosphere at room temperature for 30 minutes. To the mixture was added tetrakistriphenylphosphinepalladium (42 mg), and the mixture was heated to ... Reactants: Cc1cc(-c2ccc(Cl)c(Cl)c2)nc(-n2cnc(-c3ccc(S(=O)(=O)NC(C)(C)C)s3)c2)n1, ClCCl, O=C(O)C(F)(F)F. Product: Cc1cc(-c2ccc(Cl)c(Cl)c2)nc(-n2cnc(-c3ccc(S(N)(=O)=O)s3)c2)n1. As a reaction SMILES: [C:1]([CH3:2])([CH3:3])([CH3:4])[NH:5][S:6](=[O:7])(=[O:8])[c:9]1[s:10][c:11](-[c:14]2[n:15][cH:16][n:17](-[c:19]3[n:20][c:21]([CH3:33])[cH:22][c:23](-[c:25]4[cH:26][c:27]([Cl:32])[c:28]([Cl:31])[cH:29][cH:30]4)[n:24]3)[cH:18]2)[cH:12][cH:13]1.[Cl:41][CH2:42][Cl:43].[F:34][C:35]([F:36])([F:37])[C:38]([OH:39])=[O:40]>>[NH2:5][S:6](=[O:7])(=[O:8])[c:9]1[s:10][c:11](-[c:14]2[n:15][cH:16][n:17](-[c:19]3[n:20][c:21]([CH3:33])[cH:22][c:23](-[c:25]4[cH:26][c:27]([Cl:32])[c:28]([Cl:31])[cH:29][cH:30]4)[n:24]3)[cH:18]2)[cH:12][cH:13]1. Procedure details: A stirred solution of 1-(3-ethoxycarbonyl-propionyl)4-(4-{2-[3-methoxy-4-(3-o-tolyl-ureido)-phenyl]-acetylamino}-phenyl)-pyrrolidine-3-carboxylic acid ethyl ester (0.3 g, Reference Example 10) in ethanol (3 ml) was treated dropwise with aqueous sodium hydroxide solution (1.8 ml and then 0.9 ml after 20 hours, 1N). After stirring at 20° C. for a further 2 hours the mixture was evaporated (40° C. and 2.7 kPa). The residue was treated with water (50 ml), then cooled to 5° C. and the pH of the mixtu... Solvent: C(C)O (ethanol). Starting materials: C(C)OC(=O)C1CN(CC1C1=CC=C(C=C1)NC(CC1=CC(=C(C=C1)NC(=O)NC1=C(C=CC=C1)C)OC)=O)C(CCC(=O)OCC)=O (1-(3-ethoxycarbonyl-propionyl)4-(4-{2-[3-methoxy-4-(3-o-tolyl-ureido)-phenyl]-acetylamino}-phenyl)-pyrrolidine-3-carboxylic acid ethyl ester), [OH-].[Na+] (sodium hydroxide). RXN SMILES: C([O:3][C:4]([CH:6]1[CH:10]([C:11]2[CH:16]=[CH:15][C:14]([NH:17][C:18](=[O:39])[CH2:19][C:20]3[CH:25]=[CH:24][C:23]([NH:26][C:27]([NH:29][C:30]4[CH:35]=[CH:34][CH:33]=[CH:32][C:31]=4[CH3:36])=[O:28])=[C:22]([O:37][CH3:38])[CH:21]=3)=[CH:13][CH:12]=2)[CH2:9][N:8]([C:40](=[O:48])[CH2:41][CH2:42][C:43]([O:45]CC)=[O:44])[CH2:7]1)=[O:5])C.[OH-].[Na+]>C(O)C>[C:43]([CH2:42][CH2:41][C:40]([N:8]1[CH2:9][CH:10]([C:11]2[CH:16]=[CH:15][C:14]([NH:17][C:18](=[O:39])[CH2:19][C:20]3[CH:25]=[CH:24][C:23]([NH:26][C:27]([NH:29][C:30]4[CH:35]=[CH:34][CH:33]=[CH:32][C:31]=4[CH3:36])=[O:28])=[C:22]([O:37][CH3:38])[CH:21]=3)=[CH:13][CH:12]=2)[CH:6]([C:4]([OH:5])=[O:3])[CH2:7]1)=[O:48])([OH:45])=[O:44] |f:1.2|. Isolated yield 47.4%. Reaction conditions: temperature 20 celsius, time 20 hour. Product: C(=O)(O)CCC(=O)N1CC(C(C1)C1=CC=C(C=C1)NC(CC1=CC(=C(C=C1)NC(=O)NC1=C(C=CC=C1)C)OC)=O)C(=O)O (1-(3-Carboxy-propionyl)-4-(4-{2-[3-methoxy-4-(3-o-tolyl-ureido)-phenyl]-acetylamino}-phenyl)-pyrrolidine-3-carboxylic Acid). Reactants: C1(=CC=CC=C1)P(=O)(C1=CC=CC=C1)OC=1[C@@H]([C@H]2N(C1C(=O)OCC1=CC=C(C=C1)[N+](=O)[O-])C([C@@H]2[C@@H](C)O)=O)C (4-nitrobenzyl (1R,5R,6S)-2-(diphenylphosphoryloxy)-6-[(1R)-1-hydroxyethyl]-1-methyl-1-carbapen-2-em-3-carboxylate), S[C@H]1C[C@H](N(C1)C(=O)OCC1=CC=C(C=C1)[N+](=O)[O-])C(=O)NC1=CN(C1)C(=O)OCC1=CC=C(C=C1)[N+](=O)[O-] ((2S,4S)-4-mercapto-2-[1-(4-nitrobenzyloxycarbonyl)azetin-3-ylaminocarbonyl]-1-(4-nitrobenzyloxycarbonyl)pyrrolidine). The product is N1CC(C1)NC(=O)[C@H]1NC[C@H](C1)SC=1[C@@H]([C@H]2N(C1C(=O)O)C([C@@H]2[C@@H](C)O)=O)C ((1R,5S,6S)-2-[(2S,4S)-2-(Azetidin-3-ylcarbamoyl)pyrrolidin-4-ylthio]-6-[(1R)-1-hydroxyethyl]-1-methyl-1-carbapen-2-em-3-carboxylic acid). Yield: 14.7%. Reaction SMILES: C1(P(O[C:16]2[C@H:17]([CH3:40])[C@@H:18]3[C@@H:35]([C@H:36]([OH:38])[CH3:37])[C:34](=[O:39])[N:19]3[C:20]=2[C:21]([O:23]CC2C=CC([N+]([O-])=O)=CC=2)=[O:22])(C2C=CC=CC=2)=O)C=CC=CC=1.[SH:41][C@@H:42]1[CH2:46][N:45](C(OCC2C=CC([N+]([O-])=O)=CC=2)=O)[C@H:44]([C:60]([NH:62][C:63]2[CH2:66][N:65](C(OCC3C=CC([N+]([O-])=O)=CC=3)=O)[CH:64]=2)=[O:61])[CH2:43]1>>[NH:65]1[CH2:66][CH:63]([NH:62][C:60]([C@@H:44]2[CH2:43][C@H:42]([S:41][C:16]3[C@H:17]([CH3:40])[C@@H:18]4[C@@H:35]([C@H:36]([OH:38])[CH3:37])[C:34](=[O:39])[N:19]4[C:20]=3[C:21]([OH:23])=[O:22])[CH2:46][NH:45]2)=[O:61])[CH2:64]1. Procedure details: Following a procedure similar to that described in Example 121(1), followed by a procedure similar to that described in Example 49, but using 0.80 g of 4-nitrobenzyl (1R,5R,6S)-2-(diphenylphosphoryloxy)-6-[(1R)-1-hydroxyethyl]-1-methyl-1-carbapen-2-em-3-carboxylate (prepared as described in Preparation 123) and 0.95 g of (2S,4S)-4-mercapto-2-[1-(4-nitrobenzyloxycarbonyl)azetin-3-ylaminocarbonyl]-1-(4-nitrobenzyloxycarbonyl)pyrrolidine (prepared as described in Preparation 33), 86 mg of the title... The reactants are C(C)(C)(C)OC(NC1=C(C=C(C(=C1)OCCC)C(F)(F)F)NC(CC(C1=CC(=CC=C1)C=1C=NC=CC1)=O)=O)=O ({2-[3-oxo-3-(3-pyridin-3-yl-phenyl)-propionylamino]-5-propoxy-4-trifluoromethyl-phenyl}-carbamic acid tert-butyl ester), C(=O)(C(F)(F)F)O (TFA). Solvent: C(Cl)Cl (CH2Cl2). The product is C(CC)OC1=CC2=C(NC(CC(=N2)C2=CC(=CC=C2)C=2C=NC=CC2)=O)C=C1C(F)(F)F (7-Propoxy-4-(3-pyridin-3-yl-phenyl)-8-trifluoromethyl-1,3-dihydro-benzo[b][1,4]diazepin-2-one), solid. Yield: 81.0%. As a reaction SMILES: C(OC(=O)[NH:7][C:8]1[CH:13]=[C:12]([O:14][CH2:15][CH2:16][CH3:17])[C:11]([C:18]([F:21])([F:20])[F:19])=[CH:10][C:9]=1[NH:22][C:23](=[O:39])[CH2:24][C:25](=O)[C:26]1[CH:31]=[CH:30][CH:29]=[C:28]([C:32]2[CH:33]=[N:34][CH:35]=[CH:36][CH:37]=2)[CH:27]=1)(C)(C)C.C(O)(C(F)(F)F)=O>C(Cl)Cl>[CH2:15]([O:14][C:12]1[C:11]([C:18]([F:21])([F:20])[F:19])=[CH:10][C:9]2[NH:22][C:23](=[O:39])[CH2:24][C:25]([C:26]3[CH:31]=[CH:30][CH:29]=[C:28]([C:32]4[CH:33]=[N:34][CH:35]=[CH:36][CH:37]=4)[CH:27]=3)=[N:7][C:8]=2[CH:13]=1)[CH2:16][CH3:17]. Procedure details: The title compound was prepared from {2-[3-oxo-3-(3-pyridin-3-yl-phenyl)-propionylamino]-5-propoxy-4-trifluoromethyl-phenyl}-carbamic acid tert-butyl ester (Example M195) (359 mg, 0.626 mmol) by treatment with TFA in CH2Cl2 according to the general procedure N. Obtained as a white solid (223 mg, 81%). Reactants: CCN(C(C)C)C(C)C, C1CCOC1, O=C(Cl)CCl, c1ccc2c(c1)COC21CCNCC1. Yields the product O=C(CCl)N1CCC2(CC1)OCc1ccccc12. Reaction SMILES: [CH2:15]([N:16]([CH:17]([CH3:18])[CH3:19])[CH:20]([CH3:21])[CH3:22])[CH3:23].[CH2:29]1[O:30][CH2:31][CH2:32][CH2:33]1.[Cl:24][CH2:25][C:26](=[O:27])[Cl:28].[NH:1]1[CH2:2][CH2:3][C:4]2([O:5][CH2:6][c:7]3[c:8]2[cH:9][cH:10][cH:11][cH:12]3)[CH2:13][CH2:14]1>>[N:1]1([C:26]([CH2:25][Cl:24])=[O:27])[CH2:2][CH2:3][C:4]2([O:5][CH2:6][c:7]3[c:8]2[cH:9][cH:10][cH:11][cH:12]3)[CH2:13][CH2:14]1. Starting materials: C1=CC=C(C=C1)NC(=O)CCCCCCC(=O)NO (SAHA), ON1N=NC2=C1C=CC=C2.C(C)(=O)OC(C)=O (acetic anhydride 1-hydroxybenzotriazole). Run in N1=CC=CC=C1.C(Cl)Cl (pyridine CH2Cl2). Reported procedure: To a stirring solution of SAHA (0.43 g, 16.3 mmol) in pyridine/CH2Cl2 (5/5 mL) was added acetic anhydride 1-hydroxybenzotriazole (153 μL, 16.3 mmol). After stirring for 18 h at RT, the solvent was removed, and the material was without further purification. 1H NMR (DMSO-d6) δ 11.71 (br s, 1H), 10.01 (br s, 1H), 7.75 (d, J=7.6 Hz, 2H), 7.44 (dd, J=7.6, 7.4 Hz, 2H), 7.17 (t, J=7.4 Hz, 1H), 2.43 (t, J=7.2 Hz, 2H), 2.35-2.20 (m, 2H), 2.30 (s, 3H), 1.82-1.58 (m, 4H), 1.58-1.36 (m, 4H). MS (EI): cal'd ... Yields the product C1(=CC=CC=C1)NC(CCCCCCC(=O)NOC(C)=O)=O (Octanedioic acid acetoxy-amide phenylamide). Conditions: time 18 hour. Reaction SMILES: [CH:1]1[CH:6]=[CH:5][C:4]([NH:7][C:8]([CH2:10][CH2:11][CH2:12][CH2:13][CH2:14][CH2:15][C:16]([NH:18][OH:19])=[O:17])=[O:9])=[CH:3][CH:2]=1.ON1C2C=CC=CC=2N=N1.[C:30](OC(=O)C)(=[O:32])[CH3:31]>N1C=CC=CC=1.C(Cl)Cl>[C:4]1([NH:7][C:8](=[O:9])[CH2:10][CH2:11][CH2:12][CH2:13][CH2:14][CH2:15][C:16]([NH:18][O:19][C:30](=[O:32])[CH3:31])=[O:17])[CH:3]=[CH:2][CH:1]=[CH:6][CH:5]=1 |f:1.2,3.4|. Starting materials: tBu2PH(C6F4)BH(C6F5)2, C1(=CC=CC=C1)N1[C@H]([C@H]1C1=CC=CC=C1)C1=CC=CC=C1 (cis-1,2,3-triphenylaziridine), N#N (N2). Solvent: C1(=CC=CC=C1)C (Toluene). Run at time 2 hour. Yields the product C1(=CC=CC=C1)C(CC1=CC=CC=C1)NC1=CC=CC=C1 (N-1,2-diphenylethyl-N-phenyl amine). Reaction SMILES: [C:1]1([N:7]2[C@H:9]([C:10]3[CH:15]=[CH:14][CH:13]=[CH:12][CH:11]=3)[C@@H:8]2[C:16]2[CH:21]=[CH:20][CH:19]=[CH:18][CH:17]=2)[CH:6]=[CH:5][CH:4]=[CH:3][CH:2]=1.N#N>C1(C)C=CC=CC=1>[C:16]1([CH:8]([NH:7][C:1]2[CH:6]=[CH:5][CH:4]=[CH:3][CH:2]=2)[CH2:9][C:10]2[CH:11]=[CH:12][CH:13]=[CH:14][CH:15]=2)[CH:17]=[CH:18][CH:19]=[CH:20][CH:21]=1. Reported procedure: In a glove box, tBu2PH(C6F4)BH(C6F5)2 (0.33 g, 0.05 mmol) and cis-1,2,3-triphenylaziridine (0.271 g, 1.0 mmol) were weighed into a 100 ml round bottomed glass flask equipped with a Kontes valve and a magnetic stirbar. Toluene (4 ml) is added, the reaction transferred to a vacuum/H2 line and the mixture is freeze-pump-thaw cycled three times. The mixture is cooled to −196° C. (liquid N2) and 1 atm. H2 is introduced. The flask is sealed, the reaction is placed in a 120° C. preheated bath and rapid...